Dataset: the Open Reaction Database (ORD), a public repository of structured organic reaction records. Task: describe an organic reaction: reactants, conditions, products, and yield Product: COc1cc(OS(C)(=O)=O)ccc1-n1cnc2ncnc-2n1. The reactants are CS(=O)(=O)Cl, COc1cc(O)ccc1-n1cnc2ncnc-2n1, [Na+], [OH-], c1ccncc1. RXN SMILES: [CH3:19][S:20]([Cl:21])(=[O:22])=[O:23].[CH3:1][O:2][c:3]1[c:4](-[n:10]2[n:11][c:12]3[n:18][cH:17][n:16][c:13]-3[n:14][cH:15]2)[cH:5][cH:6][c:7]([OH:9])[cH:8]1.[Na+:31].[OH-:30].[cH:24]1[cH:25][cH:26][n:27][cH:28][cH:29]1>>[CH3:1][O:2][c:3]1[c:4](-[n:10]2[n:11][c:12]3[n:18][cH:17][n:16][c:13]-3[n:14][cH:15]2)[cH:5][cH:6][c:7]([O:9][S:20]([CH3:19])(=[O:22])=[O:23])[cH:8]1.